describe an organic reaction: reactants, conditions, products, and yield From a dataset of the Open Reaction Database (ORD), a public repository of structured organic reaction records. Yields the product COC(C1=CC=C(C=C1)OC1=CC(=C(C=C1)Cl)C(C(C(F)(F)F)(C=1C=CC2=C(N(C(CO2)=O)C)C1)O)C)=O (4-{4-Chloro-3-[3,3,3-trifluoro-2-hydroxy-1-methyl-2-(4-methyl-3-oxo-3,4-dihydro-2H-benzo[1,4]oxazin-6-yl)-propyl]-phenoxy}-benzoic acid methyl ester). RXN SMILES: [Cl:1][C:2]1[CH:7]=[CH:6][C:5]([OH:8])=[CH:4][C:3]=1[CH:9]([CH3:28])[C:10]([C:16]1[CH:17]=[CH:18][C:19]2[O:24][CH2:23][C:22](=[O:25])[N:21]([CH3:26])[C:20]=2[CH:27]=1)([OH:15])[C:11]([F:14])([F:13])[F:12].[CH3:29][O:30][C:31]([C:33]1[CH:38]=[CH:37][C:36](B(O)O)=[CH:35][CH:34]=1)=[O:32]>C([O-])(=O)C.[Cu+2].C([O-])(=O)C.N1C=CC=CC=1>[CH3:29][O:30][C:31](=[O:32])[C:33]1[CH:38]=[CH:37][C:36]([O:8][C:5]2[CH:6]=[CH:7][C:2]([Cl:1])=[C:3]([CH:9]([CH3:28])[C:10]([OH:15])([C:16]3[CH:17]=[CH:18][C:19]4[O:24][CH2:23][C:22](=[O:25])[N:21]([CH3:26])[C:20]=4[CH:27]=3)[C:11]([F:12])([F:13])[F:14])[CH:4]=2)=[CH:35][CH:34]=1 |f:2.3.4|. The solvent is N1=CC=CC=C1 (pyridine). The reactants are ClC1=C(C=C(C=C1)O)C(C(C(F)(F)F)(O)C=1C=CC2=C(N(C(CO2)=O)C)C1)C (6-[2-(2-Chloro-5-hydroxy-phenyl)-1-hydroxy-1-trifluoromethyl-propyl]-4-methyl-4H-benzo[1,4]oxazin-3-one), COC(=O)C1=CC=C(C=C1)B(O)O (4-methoxycarbonylphenylboronic acid). Reagents/catalysts: C(C)(=O)[O-].[Cu+2].C(C)(=O)[O-] (copper-(II)-acetate). Procedure: In analogy to Example 5, 6-[2-(2-chloro-5-hydroxy-phenyl)-1-hydroxy-1-trifluoromethyl-propyl]-4-methyl-4H-benzo[1,4]oxazin-3-one (Example 1, step 4) was reacted with 4-methoxycarbonylphenylboronic acid, copper-(II)-acetate and pyridine to give the title compound as a colorless solid. MS (m/e)=550.2 [M+H+].